describe an organic reaction: reactants, conditions, products, and yield From a dataset of the Open Reaction Database (ORD), a public repository of structured organic reaction records. Starting materials: COC(C1=C(C=CC(=C1)Cl)N)=O (2-Amino-5-chloro-benzoic acid methyl ester), N1=CC=CC=C1 (Pyridine), ClCC=1C=C(C(=O)Cl)C=CC1 (3-(chloromethyl)benzoyl chloride). Run in C(Cl)Cl (methylene chloride). Conditions: time 30 minute. The product is COC(C1=C(C=CC(=C1)Cl)NC(C1=CC(=CC=C1)CCl)=O)=O (5-chloro-2-(3-chloromethyl-benzoylamino)-benzoic acid methyl ester), intermediate. The yield is 90.0%. Reaction SMILES: [CH3:1][O:2][C:3](=[O:12])[C:4]1[CH:9]=[C:8]([Cl:10])[CH:7]=[CH:6][C:5]=1[NH2:11].N1C=CC=CC=1.[Cl:19][CH2:20][C:21]1[CH:22]=[C:23]([CH:27]=[CH:28][CH:29]=1)[C:24](Cl)=[O:25]>C(Cl)Cl>[CH3:1][O:2][C:3](=[O:12])[C:4]1[CH:9]=[C:8]([Cl:10])[CH:7]=[CH:6][C:5]=1[NH:11][C:24](=[O:25])[C:23]1[CH:27]=[CH:28][CH:29]=[C:21]([CH2:20][Cl:19])[CH:22]=1. Procedure details: 2-Amino-5-chloro-benzoic acid methyl ester (1.5 g) was dissolved in anhydrous methylene chloride (25 ml). Pyridine (1.4 ml) and 3-(chloromethyl)benzoyl chloride (1.4 ml) were added dropwise to the solution at 0° C., and the mixture was then stirred at room temperature for 30 min. After the completion of the reaction, distilled water was added thereto at room temperature, and the mixture was subjected to separatory extraction with chloroform. The organic layer was then washed with saturated brine... The reactants are O (water), C(C1=CC=CC=C1)OC=1C=C2C=CN(C2=CC1)CC(F)(F)F (5-benzyloxy-1-(2,2,2-trifluoroethyl)indole), B(Br)(Br)Br (BBr3). Run in ClCCl (dichloromethane), ClCCl (dichloromethane). Run at time 2 hour. Yields the product OC=1C=C2C=CN(C2=CC1)CC(F)(F)F (5-hydroxy-1-(2,2,2-trifluoroethyl)indole). The yield is 13.4%. Reaction SMILES: C([O:8][C:9]1[CH:10]=[C:11]2[C:15](=[CH:16][CH:17]=1)[N:14]([CH2:18][C:19]([F:22])([F:21])[F:20])[CH:13]=[CH:12]2)C1C=CC=CC=1.B(Br)(Br)Br.O>ClCCl>[OH:8][C:9]1[CH:10]=[C:11]2[C:15](=[CH:16][CH:17]=1)[N:14]([CH2:18][C:19]([F:22])([F:20])[F:21])[CH:13]=[CH:12]2. Procedure: A solution of 5-benzyloxy-1-(2,2,2-trifluoroethyl)indole (1.56 g, 4.09 mmol) in dichloromethane (10 mL) at 0° C. was treated dropwise with 1M BBr3 in dichloromethane(5.73 mL, 5.73 mmol), stirred for 2 hours, transferred to 2:1:1 water/10% NaHCO3/brine (100 mL), and extracted with ethyl acetate (100 mL). The extract was washed with brine (40 mL), dried (MgSO4), filtered, and concentrated. The concentrate was purified by flash column chromatography with 9:1 hexane/ethyl acetate to provide 118 mg o...